From a dataset of the Open Reaction Database (ORD), a public repository of structured organic reaction records. describe an organic reaction: reactants, conditions, products, and yield Starting materials: O=C(O)c1cccc(N2CCN(c3ncnc4ccc(-c5ccn(C(c6ccccc6)(c6ccccc6)c6ccccc6)n5)cc34)CC2)c1, CCN=C=NCCCN(C)C, ClCCl, Cl, Nc1ccc(F)cc1, On1nnc2ccccc21. Product: O=C(Nc1ccc(F)cc1)c1cccc(N2CCN(c3ncnc4ccc(-c5ccn(C(c6ccccc6)(c6ccccc6)c6ccccc6)n5)cc34)CC2)c1. As a reaction SMILES: [C:1]([c:2]1[cH:3][cH:4][cH:5][cH:6][cH:7]1)([c:8]1[cH:9][cH:10][cH:11][cH:12][cH:13]1)([c:14]1[cH:15][cH:16][cH:17][cH:18][cH:19]1)[n:20]1[n:21][c:22](-[c:25]2[cH:26][c:27]3[c:28]([N:35]4[CH2:36][CH2:37][N:38]([c:41]5[cH:42][c:43]([C:44](=[O:45])[OH:46])[cH:47][cH:48][cH:49]5)[CH2:39][CH2:40]4)[n:29][cH:30][n:31][c:32]3[cH:33][cH:34]2)[cH:23][cH:24]1.[CH2:69]([N:70]=[C:71]=[N:72][CH2:73][CH2:74][CH2:75][N:76]([CH3:77])[CH3:78])[CH3:79].[Cl:80][CH2:81][Cl:82].[ClH:68].[NH2:50][c:51]1[cH:52][cH:53][c:54]([F:55])[cH:56][cH:57]1.[OH:58][n:59]1[c:60]2[cH:61][cH:62][cH:63][cH:64][c:65]2[n:66][n:67]1>>[C:1]([c:2]1[cH:3][cH:4][cH:5][cH:6][cH:7]1)([c:8]1[cH:9][cH:10][cH:11][cH:12][cH:13]1)([c:14]1[cH:15][cH:16][cH:17][cH:18][cH:19]1)[n:20]1[n:21][c:22](-[c:25]2[cH:26][c:27]3[c:28]([N:35]4[CH2:36][CH2:37][N:38]([c:41]5[cH:42][c:43]([C:44](=[O:45])[NH:50][c:51]6[cH:52][cH:53][c:54]([F:55])[cH:56][cH:57]6)[cH:47][cH:48][cH:49]5)[CH2:39][CH2:40]4)[n:29][cH:30][n:31][c:32]3[cH:33][cH:34]2)[cH:23][cH:24]1. Starting materials: C(C1=CC=CC=C1)(=O)C(C(C(=O)O)C)C (3-benzoyl-2,3-dimethyl-propionic acid), C(CC)(=O)NN (N-propionylhydrazine), C(C)(=O)NN (N-acetylhydrazine), C(C1=CC=CC=C1)(=O)C(CC(=O)O)C (3-benzoyl-3-methyl-propionic acid). The product is C(C)C1=NN=C2N1N=C(C(=C2)C)C2=CC=CC=C2 (3-ethyl-7-methyl-6-phenyl-1,2,4-triazolo[4,3-b]pyridazine). As a reaction SMILES: [C:1]([CH:9]([CH3:15])[CH:10]([CH3:14])C(O)=O)(=O)[C:2]1[CH:7]=[CH:6][CH:5]=[CH:4][CH:3]=1.C([NH:19][NH2:20])(=O)C.C(C(C)CC(O)=O)(=O)C1C=CC=CC=1.[C:35]([NH:39][NH2:40])(=O)[CH2:36][CH3:37]>>[CH2:36]([C:35]1[N:19]2[N:20]=[C:1]([C:2]3[CH:3]=[CH:4][CH:5]=[CH:6][CH:7]=3)[C:9]([CH3:15])=[CH:10][C:14]2=[N:40][N:39]=1)[CH3:37]. Reported procedure: The general procedure of Example 4 is repeated but replacing the 3-benzoyl-2,3-dimethyl-propionic acid and N-acetylhydrazine employed in that example with 3-benzoyl-3-methyl-propionic acid and N-propionylhydrazine. The reactants are [BH4-], COCCOC, COC(=O)c1ccc(C(=O)[O-])cc1N, [Na+], [Na+], [OH-], O. Yields the product COC(=O)c1ccc(CO)cc1N. RXN SMILES: [BH4-:15].[CH3:19][O:20][CH2:21][CH2:22][O:23][CH3:24].[NH2:1][c:2]1[c:3]([C:4](=[O:5])[O:6][CH3:7])[cH:8][cH:9][c:10]([C:12](=[O:13])[O-:14])[cH:11]1.[Na+:16].[Na+:18].[OH-:17].[OH2:25]>>[NH2:1][c:2]1[c:3]([C:4](=[O:5])[O:6][CH3:7])[cH:8][cH:9][c:10]([CH2:12][OH:13])[cH:11]1. The reactants are C(C1=CC=CC=C1)N1CCN(CC1)C([C@H](CC1=CC=CC=C1)NCC1=CC=C(C=C1)CCCCC)=O (1-(4-benzyl-piperazin-1-yl)-(S)-2-(4-pentyl-benzylamino)-3-phenyl-propan-1-one), FC(C1=C(/C=C/C(=O)O)C=CC=C1)(F)F (trans-2-trifluoromethyl-cinnamic acid). The product is C(C1=CC=CC=C1)[C@@H](C(=O)N1CCN(CC1)CC1=CC=CC=C1)N(C(C=CC1=C(C=CC=C1)C(F)(F)F)=O)CC1=CC=C(C=C1)CCCCC (N—[(S)-1-benzyl-2-(4-benzyl-piperazin-1-yl)-2-oxo-ethyl]-N-(4-pentyl-benzyl)-3-(2-trifluoromethyl-phenyl)-acrylamide). The yield is 61.3%. RXN SMILES: [CH2:1]([N:8]1[CH2:13][CH2:12][N:11]([C:14](=[O:36])[C@@H:15]([NH:23][CH2:24][C:25]2[CH:30]=[CH:29][C:28]([CH2:31][CH2:32][CH2:33][CH2:34][CH3:35])=[CH:27][CH:26]=2)[CH2:16][C:17]2[CH:22]=[CH:21][CH:20]=[CH:19][CH:18]=2)[CH2:10][CH2:9]1)[C:2]1[CH:7]=[CH:6][CH:5]=[CH:4][CH:3]=1.[F:37][C:38]([F:51])([F:50])[C:39]1[CH:49]=[CH:48][CH:47]=[CH:46][C:40]=1/[CH:41]=[CH:42]/[C:43](O)=[O:44]>>[CH2:16]([C@H:15]([N:23]([CH2:24][C:25]1[CH:26]=[CH:27][C:28]([CH2:31][CH2:32][CH2:33][CH2:34][CH3:35])=[CH:29][CH:30]=1)[C:43](=[O:44])[CH:42]=[CH:41][C:40]1[CH:46]=[CH:47][CH:48]=[CH:49][C:39]=1[C:38]([F:50])([F:51])[F:37])[C:14]([N:11]1[CH2:10][CH2:9][N:8]([CH2:1][C:2]2[CH:7]=[CH:6][CH:5]=[CH:4][CH:3]=2)[CH2:13][CH2:12]1)=[O:36])[C:17]1[CH:22]=[CH:21][CH:20]=[CH:19][CH:18]=1. Procedure: Acylation of 1-(4-benzyl-piperazin-1-yl)-(S)-2-(4-pentyl-benzylamino)-3-phenyl-propan-1-one (43.5 mg, 0.09 mmol) according to the procedure described for the preparation of Example 1 with trans-2-trifluoromethyl-cinnamic acid (21.4 mg, 0.099 mmol) gave 37.6 mg (60%) of N—[(S)-1-benzyl-2-(4-benzyl-piperazin-1-yl)-2-oxo-ethyl]-N-(4-pentyl-benzyl)-3-(2-trifluoromethyl-phenyl)-acrylamide. LC-MS: tR=1.04 min; [M+H]+=682.49. Reactants: [H][H] (hydrogen), C(C)(=O)OCC (ethyl acetate). Yields the product C(C)(=O)OC(C)C(C)OC(C)=O (2,3-diacetoxybutane). Yield: 37.9%. As a reaction SMILES: [H][H].[C:3]([O:6][CH2:7][CH3:8])(=[O:5])[CH3:4]>>[C:3]([O:6][CH:7]([CH:7]([O:6][C:3](=[O:5])[CH3:4])[CH3:8])[CH3:8])(=[O:5])[CH3:4]. Procedure details: A stream of hydrogen was used to transfer 5.3 mL (4.8 g) of ethyl acetate into the 16-lamp photoreactor. After irradiation for 20 h at 45° C., 1.8 g of the title product were obtained. The product was identified by comparison with the authentic compound made by hydrodimerizing vinyl acetate in the 4-lamp reactor at 25° C. to give 0.9 g of the product (52% yield) after the C--Hα to the --CO2 group. Starting materials: bis-triphenylphosphine nickel dichloride, ClC1=CC=C(C=C1)OC(F)(F)F (1-chloro-4-trifluoromethoxybenzene), [C-]#N.[Na+] (sodium cyanide). The reagents and catalysts are C1(=CC=CC=C1)P(C1=CC=CC=C1)C1=CC=CC=C1 (triphenylphosphine), [Zn] (zinc). Solvent: C(C)C(=O)C (Methyl Ethyl Ketone). Reaction conditions: time 10 minute. Product: FC(OC1=CC=C(C#N)C=C1)(F)F (4-trifluoromethoxybenzonitrile). Isolated yield 65.9%. As a reaction SMILES: Cl[C:2]1[CH:7]=[CH:6][C:5]([O:8][C:9]([F:12])([F:11])[F:10])=[CH:4][CH:3]=1.[C-:13]#[N:14].[Na+]>[Zn].C1(P(C2C=CC=CC=2)C2C=CC=CC=2)C=CC=CC=1.C(C(C)=O)C>[F:10][C:9]([F:12])([F:11])[O:8][C:5]1[CH:6]=[CH:7][C:2]([C:13]#[N:14])=[CH:3][CH:4]=1 |f:1.2|. Reported procedure: Under an atmosphere of nitrogen, a mixture of 6.5 g of bis-triphenylphosphine-nickel dichloride, 5 g of triphenylphosphine and 120 ml of MEK was stirred at room temperature for 10 minutes. 1.9 g of activated zinc powder were then added, and the reaction mixture was stirred at 70° C. for 30 minutes. Following this, the mixture was allowed to cool to 25° C., and 93.25 g of 1-chloro-4-trifluoromethoxybenzene were added dropwise. The mixture was stirred for 10 minutes, 24 g of sodium cyanide were ad...